Dataset: the Open Reaction Database (ORD), a public repository of structured organic reaction records. Task: describe an organic reaction: reactants, conditions, products, and yield The reactants are C(C)(C)(C)OC(NC1CCC(CC1)NC(C1=CC(=CC(=C1)O)OC1=CC=C(C=C1)C#N)=O)=O ({4-[3-(4-cyanophenoxy)-5-hydroxy-benzoylamino]cyclohexyl}carbamic acid tert-butyl ester), ClC=1C=CC(=NC1)[N+](=O)[O-] (5-chloro-2-nitro-pyridine). Yields the product C(C)(C)(C)OC(NC1CCC(CC1)NC(C1=CC(=CC(=C1)OC=1C=NC(=CC1)[N+](=O)[O-])OC1=CC=C(C=C1)C#N)=O)=O ({4-[3-(4-Cyanophenoxy)-5-(6-nitropyridine-3-yloxy)benzoylamino]-cyclo-hexyl}carbamic Acid Tert-butyl Ester). Yield: 78.9%. RXN SMILES: [C:1]([O:5][C:6](=[O:33])[NH:7][CH:8]1[CH2:13][CH2:12][CH:11]([NH:14][C:15](=[O:32])[C:16]2[CH:21]=[C:20]([OH:22])[CH:19]=[C:18]([O:23][C:24]3[CH:29]=[CH:28][C:27]([C:30]#[N:31])=[CH:26][CH:25]=3)[CH:17]=2)[CH2:10][CH2:9]1)([CH3:4])([CH3:3])[CH3:2].Cl[C:35]1[CH:36]=[CH:37][C:38]([N+:41]([O-:43])=[O:42])=[N:39][CH:40]=1>>[C:1]([O:5][C:6](=[O:33])[NH:7][CH:8]1[CH2:13][CH2:12][CH:11]([NH:14][C:15](=[O:32])[C:16]2[CH:21]=[C:20]([O:22][C:35]3[CH:40]=[N:39][C:38]([N+:41]([O-:43])=[O:42])=[CH:37][CH:36]=3)[CH:19]=[C:18]([O:23][C:24]3[CH:29]=[CH:28][C:27]([C:30]#[N:31])=[CH:26][CH:25]=3)[CH:17]=2)[CH2:10][CH2:9]1)([CH3:4])([CH3:2])[CH3:3]. Reported procedure: Following the procedure of Example 69(b) {4-[3-(4-cyanophenoxy)-5-hydroxy-benzoylamino]cyclohexyl}carbamic acid tert-butyl ester 1.2 g (2.65 mmol) and 5-chloro-2-nitro-pyridine (0.84 g, 5.31 mmol) were used to afford 1.2 g of the required product. 1H NMR (DMSO-d6): δ 1.28 (3H, m), 1.4 (10H, s), 1.8 (5H, m), 3.20 (1H, m), 3.7 (1H, m), 6.75 (1H, d), 7.25 (2H, d), 7.35 (1H, d), 7.5 (2H, s), 7.8 (1H, dd), 7.9 (2H, d), 8.35 (2H, d), 8.5 (1H, s).